This data is from the Open Reaction Database (ORD), a public repository of structured organic reaction records. The task is: describe an organic reaction: reactants, conditions, products, and yield Reactants: ClC1=C(C(=NC2=CC(=CC(=C12)F)F)CC1=CC(=CC=C1)F)C (4-Chloro-5,7-difluoro-2-(3-fluorobenzyl)-3-methylquinoline), CC1(CNC=2C1=NC=C(C2)N2CCOCC2)C (4-(3,3-dimethyl-2,3-dihydro-1H-pyrrolo[3,2-b]pyridin-6-yl)morpholine), C1(CCCCC1)P(C1=C(C=CC=C1)C1=C(C=C(C=C1C(C)C)C(C)C)C(C)C)C1CCCCC1 (2-(dicyclohexylphosphino)-2′,4′,6′-tri-i-propyl-1,1′-biphenyl), CC(C)([O-])C.[Na+] (sodium tert-butoxide). The reagents and catalysts are C=1C=CC(=CC1)/C=C/C(=O)/C=C/C2=CC=CC=C2.C=1C=CC(=CC1)/C=C/C(=O)/C=C/C2=CC=CC=C2.C=1C=CC(=CC1)/C=C/C(=O)/C=C/C2=CC=CC=C2.[Pd].[Pd] (Pd2dba3). The solvent is C1(=CC=CC=C1)C (toluene). The product is CC1(CN(C=2C1=NC=C(C2)N2CCOCC2)C2=C(C(=NC1=CC(=CC(=C21)F)F)CC2=CC(=CC=C2)F)C)C (4-(3,3-dimethyl-6-(4-morpholinyl)-2,3-dihydro-1H-pyrrolo[3,2-b]-pyridin-1-yl)-5,7-difluoro-2-(3-fluorobenzyl)-3-methylquinoline). Reaction SMILES: Cl[C:2]1[C:11]2[C:6](=[CH:7][C:8]([F:13])=[CH:9][C:10]=2[F:12])[N:5]=[C:4]([CH2:14][C:15]2[CH:20]=[CH:19][CH:18]=[C:17]([F:21])[CH:16]=2)[C:3]=1[CH3:22].[CH3:23][C:24]1([CH3:39])[C:28]2=[N:29][CH:30]=[C:31]([N:33]3[CH2:38][CH2:37][O:36][CH2:35][CH2:34]3)[CH:32]=[C:27]2[NH:26][CH2:25]1.C1(P(C2CCCCC2)C2C=CC=CC=2C2C(C(C)C)=CC(C(C)C)=CC=2C(C)C)CCCCC1.CC(C)([O-])C.[Na+]>C1C=CC(/C=C/C(/C=C/C2C=CC=CC=2)=O)=CC=1.C1C=CC(/C=C/C(/C=C/C2C=CC=CC=2)=O)=CC=1.C1C=CC(/C=C/C(/C=C/C2C=CC=CC=2)=O)=CC=1.[Pd].[Pd].C1(C)C=CC=CC=1>[CH3:23][C:24]1([CH3:39])[C:28]2=[N:29][CH:30]=[C:31]([N:33]3[CH2:38][CH2:37][O:36][CH2:35][CH2:34]3)[CH:32]=[C:27]2[N:26]([C:2]2[C:11]3[C:6](=[CH:7][C:8]([F:13])=[CH:9][C:10]=3[F:12])[N:5]=[C:4]([CH2:14][C:15]3[CH:20]=[CH:19][CH:18]=[C:17]([F:21])[CH:16]=3)[C:3]=2[CH3:22])[CH2:25]1 |f:3.4,5.6.7.8.9|. Reported procedure: 4-Chloro-5,7-difluoro-2-(3-fluorobenzyl)-3-methylquinoline (41.4 mg, 0.129 mmol), 4-(3,3-dimethyl-2,3-dihydro-1H-pyrrolo[3,2-b]pyridin-6-yl)morpholine (30 mg, 0.129 mmol), Pd2dba3 (11.8 mg, 0.013 mmol), 2-(dicyclohexylphosphino)-2′,4′,6′-tri-i-propyl-1,1′-biphenyl (12.3 mg, 0.026 mmol), sodium tert-butoxide (37.1 mg, 0.386 mmol), and toluene (1.29 mL) were stirred at 105° C. for 2 h. The reaction mixture was then concentrated and the resulting residue partitioned between EtOAc and saturated aque... Run in CN(C=O)C (N,N-dimethylformamide), O (water). As a reaction SMILES: [CH2:1](Br)[C:2]1[CH:7]=[CH:6][CH:5]=[CH:4][CH:3]=1.[C:9]([O:13][C:14]([NH:16][C@@H:17]([C:28]([OH:30])=[O:29])[CH2:18][C:19]1[CH:24]=[CH:23][C:22]([OH:25])=[C:21]([O:26][CH3:27])[CH:20]=1)=[O:15])([CH3:12])([CH3:11])[CH3:10].C(N(CC)C(C)C)(C)C>CN(C)C=O.O>[CH2:1]([O:30][C:28](=[O:29])[C@H:17]([NH:16][C:14]([O:13][C:9]([CH3:11])([CH3:10])[CH3:12])=[O:15])[CH2:18][C:19]1[CH:24]=[CH:23][C:22]([OH:25])=[C:21]([O:26][CH3:27])[CH:20]=1)[C:2]1[CH:7]=[CH:6][CH:5]=[CH:4][CH:3]=1. Starting materials: C(C1=CC=CC=C1)Br (Benzyl bromide), C(C)(C)(C)OC(=O)N[C@H](CC1=CC(=C(C=C1)O)OC)C(=O)O (N-tert-butyloxycarbonyl-4-hydroxy-3-methoxy-D-phenylalanine), C(C)(C)N(C(C)C)CC (N,N-diisopropylethylamine). Procedure details: Benzyl bromide (2.34 ml, 19.8 ml) was added to a solution of N-tert-butyloxycarbonyl-4-hydroxy-3-methoxy-D-phenylalanine (3.44 g) and N,N-diisopropylethylamine (3.85 ml) in N,N-dimethylformamide (20 ml). After being stirred at room temperature for 6 hours, the reaction mixture was diluted with water and extracted with ethyl acetate. The organic layer was separated, dried over magnesium sulfate and evaporated under reduced pressure. The residue was purified by column chromatography on silica gel ... Conditions: time 6 hour. Product: C(C1=CC=CC=C1)OC([C@@H](CC1=CC(=C(C=C1)O)OC)NC(=O)OC(C)(C)C)=O ((2R)-2-(tert-butyloxycarbonylamino)-3-(4-hydroxy-3-methoxyphenyl)propionic acid benzyl ester). The reactants are CO, CCOC(=O)c1cc(N)n(C)n1, [Na]. The product is COC(=O)c1cc(N)n(C)n1. As a reaction SMILES: [CH3:14][OH:15].[NH2:2][c:3]1[cH:4][c:5]([C:9](=[O:10])[O:11][CH2:12][CH3:13])[n:6][n:7]1[CH3:8].[Na:1]>>[NH2:2][c:3]1[cH:4][c:5]([C:9](=[O:10])[O:11][CH3:12])[n:6][n:7]1[CH3:8]. Reactants: FC=1C=NC=CC1C=1OC2=C(N1)C=C(C=C2)C(F)(F)F (2-(3-fluoropyridin-4-yl)-5-(trifluoromethyl)benzoxazole), [Na].C(C)S (ethyl mercaptan sodium salt), CN(C)C=O (DMF). Solvent: O (Water). Reaction conditions: time 1 hour. Yields the product C(C)SC=1C=NC=CC1C=1OC2=C(N1)C=C(C=C2)C(F)(F)F (2-(3-ethylthio pyridin-4-yl)-5-(trifluoromethyl)benzoxazole). Isolated yield 87.0%. As a reaction SMILES: F[C:2]1[CH:3]=[N:4][CH:5]=[CH:6][C:7]=1[C:8]1[O:9][C:10]2[CH:16]=[CH:15][C:14]([C:17]([F:20])([F:19])[F:18])=[CH:13][C:11]=2[N:12]=1.[Na].[CH2:22]([SH:24])[CH3:23].CN(C=O)C>O>[CH2:22]([S:24][C:2]1[CH:3]=[N:4][CH:5]=[CH:6][C:7]=1[C:8]1[O:9][C:10]2[CH:16]=[CH:15][C:14]([C:17]([F:20])([F:19])[F:18])=[CH:13][C:11]=2[N:12]=1)[CH3:23] |f:1.2,^1:20|. Procedure: A mixture of 0.28 g of 2-(3-fluoropyridin-4-yl)-5-(trifluoromethyl)benzoxazole, 0.20 g of ethyl mercaptan sodium salt and 2 ml of DMF was stirred at room temperature for one hour. Water was added to the reaction mixture, and was extracted with ethyl acetate. The organic layer was washed with a saturated sodium chloride solution, dried over anhydrous magnesium sulfate, and concentrated under reduced pressure. The residue was subjected to silica gel column chromatography to give 0.28 g of 2-(3-eth... Starting materials: ClCCl, O=C(O)c1ccc(NCC(O)c2ccccc2)c([N+](=O)[O-])c1. The product is O=C(O)c1ccc(NCC(=O)c2ccccc2)c([N+](=O)[O-])c1. As a reaction SMILES: [Cl:23][CH2:24][Cl:25].[OH:1][CH:2]([CH2:3][NH:4][c:5]1[c:6]([N+:14](=[O:15])[O-:16])[cH:7][c:8]([C:9](=[O:10])[OH:11])[cH:12][cH:13]1)[c:17]1[cH:18][cH:19][cH:20][cH:21][cH:22]1>>[O:1]=[C:2]([CH2:3][NH:4][c:5]1[c:6]([N+:14](=[O:15])[O-:16])[cH:7][c:8]([C:9](=[O:10])[OH:11])[cH:12][cH:13]1)[c:17]1[cH:18][cH:19][cH:20][cH:21][cH:22]1.